From a dataset of the Open Reaction Database (ORD), a public repository of structured organic reaction records. describe an organic reaction: reactants, conditions, products, and yield Starting materials: C=CC1(C(C)O)CCC(C)=CC1C, CCCCCC, ClCCl, O=[Cr](=O)([O-])Cl, c1cc[nH+]cc1. Yields the product C=CC1(C(C)=O)CCC(C)=CC1C. Reaction SMILES: [CH3:1][CH:2]1[C:3]([CH:9]=[CH2:10])([CH:11]([CH3:12])[OH:13])[CH2:4][CH2:5][C:6]([CH3:8])=[CH:7]1.[CH3:28][CH2:29][CH2:30][CH2:31][CH2:32][CH3:33].[Cl:25][CH2:26][Cl:27].[O:14]=[Cr:15]([Cl:16])([O-:17])=[O:18].[nH+:19]1[cH:20][cH:21][cH:22][cH:23][cH:24]1>>[CH3:1][CH:2]1[C:3]([CH:9]=[CH2:10])([C:11]([CH3:12])=[O:13])[CH2:4][CH2:5][C:6]([CH3:8])=[CH:7]1. Starting materials: OC1=CC=C(C=C1)CCCN1C=NC=C1 (1-[3-(4-hydroxyphenyl)propyl]imidazole), BrC=1C=CC=2N(C1)C=C(N2)CCl (6-bromo-2-chloromethylimidazo[1,2-a]pyridine). The product is BrC=1C=CC=2N(C1)C=C(N2)COC2=CC=C(C=C2)CCCN2C=NC=C2 (6-bromo-2-[4-[3-(1-imidazolyl)propyl]phenoxymethyl]imidazo[1,2-a]pyridine). The yield is 57.0%. RXN SMILES: [OH:1][C:2]1[CH:7]=[CH:6][C:5]([CH2:8][CH2:9][CH2:10][N:11]2[CH:15]=[CH:14][N:13]=[CH:12]2)=[CH:4][CH:3]=1.[Br:16][C:17]1[CH:18]=[CH:19][C:20]2[N:21]([CH:23]=[C:24]([CH2:26]Cl)[N:25]=2)[CH:22]=1>>[Br:16][C:17]1[CH:18]=[CH:19][C:20]2[N:21]([CH:23]=[C:24]([CH2:26][O:1][C:2]3[CH:7]=[CH:6][C:5]([CH2:8][CH2:9][CH2:10][N:11]4[CH:15]=[CH:14][N:13]=[CH:12]4)=[CH:4][CH:3]=3)[N:25]=2)[CH:22]=1. Procedure details: In substantially the same manner as in Working Example 109, 1-[3-(4-hydroxyphenyl)propyl]imidazole was allowed to react with 6-bromo-2-chloromethylimidazo[1,2-a]pyridine to give 6-bromo-2-[4-[3-(1-imidazolyl)propyl]phenoxymethyl]imidazo[1,2-a]pyridine. The yield was 57%. Recrystallization from ethyl acetate-hexane gave colorless prisms, mp 103-104° C. The reactants are C(C1=CC=CC=C1)OC1=CC(=NC2=CC(=CC(=C12)Cl)Cl)C(=O)O (4-benzyloxy-5,7-dichloroquinoline-2-carboxylic acid), C(C)(C)N(CCO)C(C)C (2-(diisopropylamino)ethanol). The solvent is S(=O)(Cl)Cl (thionyl chloride). The product is C(C1=CC=CC=C1)OC1=CC(=NC2=CC(=CC(=C12)Cl)Cl)C(=O)OCCN(C(C)C)C(C)C (2-diisopropylaminoethyl 4-benzyloxy-5,7-dichloroquinoline-2-carboxylate). Reaction SMILES: [CH2:1]([O:8][C:9]1[C:18]2[C:13](=[CH:14][C:15]([Cl:20])=[CH:16][C:17]=2[Cl:19])[N:12]=[C:11]([C:21]([OH:23])=[O:22])[CH:10]=1)[C:2]1[CH:7]=[CH:6][CH:5]=[CH:4][CH:3]=1.[CH:24]([N:27]([CH:31]([CH3:33])[CH3:32])[CH2:28][CH2:29]O)([CH3:26])[CH3:25]>S(Cl)(Cl)=O>[CH2:1]([O:8][C:9]1[C:18]2[C:13](=[CH:14][C:15]([Cl:20])=[CH:16][C:17]=2[Cl:19])[N:12]=[C:11]([C:21]([O:23][CH2:29][CH2:28][N:27]([CH:31]([CH3:33])[CH3:32])[CH:24]([CH3:26])[CH3:25])=[O:22])[CH:10]=1)[C:2]1[CH:7]=[CH:6][CH:5]=[CH:4][CH:3]=1. Procedure: Treatment of 4-benzyloxy-5,7-dichloroquinoline-2-carboxylic acid (1 g, Example 33b) with thionyl chloride (10 ml) followed by 2-(diisopropylamino)ethanol (1.63 ml) as described in Example 33c gave 2-diisopropylaminoethyl 4-benzyloxy-5,7-dichloroquinoline-2-carboxylate (0.85 g). δ (360 MHz, DMSO-d6) 0.98 (12H, 2d, CH3), 2.77 (2H, t, CH2N), 3.01 (2H, m, C-H), 4.27 (2H, t, CO2CH2), 5.49 (2H, s, OCH2), 7.38 (1H, d, p-ArH), 7.44 (2H, t, m-ArH), 7.58 (2H, d, o-ArH), 7.72 (1H, s, 3-H), 7.81 (1H, d, 6-H...